Dataset: the Open Reaction Database (ORD), a public repository of structured organic reaction records. Task: describe an organic reaction: reactants, conditions, products, and yield Starting materials: CCOC(=O)C(Cc1ccc(OCC=C(C)c2ccc(-c3cc(C(C)C)ccc3OC)cc2)cc1)OCC, [Na+], [OH-]. Product: CCOC(Cc1ccc(OCC=C(C)c2ccc(-c3cc(C(C)C)ccc3OC)cc2)cc1)C(=O)O. Reaction SMILES: [CH2:1]([CH3:2])[O:3][CH:4]([C:5](=[O:6])[O:7][CH2:8][CH3:9])[CH2:10][c:11]1[cH:12][cH:13][c:14]([O:17][CH2:18][CH:19]=[C:20]([CH3:21])[c:22]2[cH:23][cH:24][c:25](-[c:28]3[c:29]([O:37][CH3:38])[cH:30][cH:31][c:32]([CH:34]([CH3:35])[CH3:36])[cH:33]3)[cH:26][cH:27]2)[cH:15][cH:16]1.[Na+:40].[OH-:39]>>[CH2:1]([CH3:2])[O:3][CH:4]([C:5](=[O:6])[OH:7])[CH2:10][c:11]1[cH:12][cH:13][c:14]([O:17][CH2:18][CH:19]=[C:20]([CH3:21])[c:22]2[cH:23][cH:24][c:25](-[c:28]3[c:29]([O:37][CH3:38])[cH:30][cH:31][c:32]([CH:34]([CH3:35])[CH3:36])[cH:33]3)[cH:26][cH:27]2)[cH:15][cH:16]1. Reactants: C1([C@H](O)[C@@H](O)[C@H](O)[C@@H](CO)O1)=O (D-glucono1,5-lactone), CCCCCCCCCCCCCCN(CCC)CCC (tallowaminopropylamine). The solvent is CO (methanol). Conditions: temperature 40 celsius, time 8 hour. Product: O=C([C@H](O)[C@@H](O)[C@H](O)[C@H](O)CO)N (D-gluconamide). Isolated yield 215.2%. As a reaction SMILES: [C:1]1(=[O:12])[O:11][C@H:8]([CH2:9][OH:10])[C@@H:6]([OH:7])[C@H:4]([OH:5])[C@H:2]1[OH:3].CCCCCCCCCCCCCC[N:27](CCC)CCC>CO>[O:12]=[C:1]([NH2:27])[C@@H:2]([C@H:4]([C@@H:6]([C@@H:8]([CH2:9][OH:10])[OH:11])[OH:7])[OH:5])[OH:3]. Reported procedure: A 1 liter round bottom flask equipped with a condenser, addition funnel, thermometer and mechanical stirrer was charged with D-glucono1,5-lactone (20.0 g, 0.11 mole) and methanol (56 g). The suspension was heated to 40° C. over 15 minutes and the heating mantle removed. Hydrogenated tallowaminopropylamine (36.0 g, 0.11 mole) was added dropwise over 15 minutes with rapid stirring. The reaction mixture was cooled and placed in a refrigerator at 0° C. overnight. The white product was filtered, wash...